From a dataset of the Open Reaction Database (ORD), a public repository of structured organic reaction records. describe an organic reaction: reactants, conditions, products, and yield The reactants are O1C(COCC1)COC1=CC=C(C=C1)C1=CC=2C(=NC=C(C2C2=CN=C(S2)C2(CCC2)OCOC)Cl)N1 (5-(2-(4-((1,4-dioxan-2-yl)methoxy)phenyl)-5-chloro-1H-pyrrolo[2,3-b]pyridin-4-yl)-2-(1-(methoxymethoxy)cyclobutyl)thiazole), ClC=1C(=C2C(=NC1)NC(=C2)C2=NOC(=N2)C2CN(CCC2)C(=O)OC(C)(C)C)C2=CN=C(S2)C2(CCC2)OCOC (tert-butyl 3-(3-(5-chloro-4-(2-(1-(methoxymethoxy)cyclobutyl)thiazol-5-yl)-1H-pyrrolo[2,3-b]pyridin-2-yl)-1,2,4-oxadiazol-5-yl)piperidine-1-carboxylate). Yields the product O1C(COCC1)COC1=CC=C(C=C1)C1=CC=2C(=NC=C(C2C2=CN=C(S2)C2(CCC2)O)Cl)N1 (1-(5-(2-(4-((1,4-dioxan-2-yl)methoxy)phenyl)-5-chloro-1H-pyrrolo[2,3-b]pyridin-4-yl)thiazol-2-yl)cyclobutanol). As a reaction SMILES: [O:1]1[CH2:6][CH2:5][O:4][CH2:3][CH:2]1[CH2:7][O:8][C:9]1[CH:14]=[CH:13][C:12]([C:15]2[NH:37][C:18]3=[N:19][CH:20]=[C:21]([Cl:36])[C:22]([C:23]4[S:27][C:26]([C:28]5([O:32]COC)[CH2:31][CH2:30][CH2:29]5)=[N:25][CH:24]=4)=[C:17]3[CH:16]=2)=[CH:11][CH:10]=1.ClC1C(C2SC(C3(OCOC)CCC3)=NC=2)=C2C=C(C3N=C(C4CCCN(C(OC(C)(C)C)=O)C4)ON=3)NC2=NC=1>>[O:1]1[CH2:6][CH2:5][O:4][CH2:3][CH:2]1[CH2:7][O:8][C:9]1[CH:14]=[CH:13][C:12]([C:15]2[NH:37][C:18]3=[N:19][CH:20]=[C:21]([Cl:36])[C:22]([C:23]4[S:27][C:26]([C:28]5([OH:32])[CH2:29][CH2:30][CH2:31]5)=[N:25][CH:24]=4)=[C:17]3[CH:16]=2)=[CH:11][CH:10]=1. Procedure details: The title compound was prepared as described in Example 22E, substituting 5-(2-(4-((1,4-dioxan-2-yl)methoxy)phenyl)-5-chloro-1H-pyrrolo[2,3-b]pyridin-4-yl)-2-(1-(methoxymethoxy)cyclobutyl)thiazole (Example 71B) for 1 tert-butyl 3-(3-(5-chloro-4-(2-(1-(methoxymethoxy)cyclobutyl)thiazol-5-yl)-1H-pyrrolo[2,3-b]pyridin-2-yl)-1,2,4-oxadiazol-5-yl)piperidine-1-carboxylate (Example 22D). 1H NMR (500 MHz, DMSO-d6) ppm 12.46 (s, 1H) 8.29 (s, 1H) 8.25 (s, 1H) 7.94 (d, 2H) 7.04 (d, 2H) 6.95 (d, 1H) 6.66 (s... The reactants are C12(CC3CC(CC(C1)C3)C2)C(=O)Cl (1-adamantanecarbonyl chloride), OC1=C2C(OCC2=C(C(=C1C/C=C(/CCC(=O)OCCN1CCOCC1)\C)OC)C)=O (Morpholinoethyl E-6-(1,3-dihydro-4-hydroxy-6-methoxy-7-methyl-3-oxo-5-isobenzofuranyl)-4-methyl-4-hexenoate), O (water). Run in N1=CC=CC=C1 (pyridine). Conditions: time 90 minute. Product: C12(CC3CC(CC(C1)C3)C2)C(=O)OC2=C3C(OCC3=C(C(=C2C/C=C(/CCC(=O)OCCN2CCOCC2)\C)OC)C)=O (morpholinoethyl E-6-[1,3-dihydro-4-(1-adamantoyloxy)-6-methoxy-7-methyl-3-oxo-5-isobenzofuranyl]-4-methyl-4-hexenoate). Reaction SMILES: [OH:1][C:2]1[C:10]([CH2:11]/[CH:12]=[C:13](\[CH3:27])/[CH2:14][CH2:15][C:16]([O:18][CH2:19][CH2:20][N:21]2[CH2:26][CH2:25][O:24][CH2:23][CH2:22]2)=[O:17])=[C:9]([O:28][CH3:29])[C:8]([CH3:30])=[C:7]2[C:3]=1[C:4](=[O:31])[O:5][CH2:6]2.[C:32]12([C:42](Cl)=[O:43])[CH2:41][CH:36]3[CH2:37][CH:38]([CH2:40][CH:34]([CH2:35]3)[CH2:33]1)[CH2:39]2.O>N1C=CC=CC=1>[C:32]12([C:42]([O:1][C:2]3[C:10]([CH2:11]/[CH:12]=[C:13](\[CH3:27])/[CH2:14][CH2:15][C:16]([O:18][CH2:19][CH2:20][N:21]4[CH2:26][CH2:25][O:24][CH2:23][CH2:22]4)=[O:17])=[C:9]([O:28][CH3:29])[C:8]([CH3:30])=[C:7]4[C:3]=3[C:4](=[O:31])[O:5][CH2:6]4)=[O:43])[CH2:39][CH:38]3[CH2:37][CH:36]([CH2:35][CH:34]([CH2:40]3)[CH2:33]1)[CH2:41]2. Procedure: Morpholinoethyl E-6-(1,3-dihydro-4-hydroxy-6-methoxy-7-methyl-3-oxo-5-isobenzofuranyl)-4-methyl-4-hexenoate (10.0 g) was dissolved in pyridine (50.0 ml) followed by the addition of 1-adamantanecarbonyl chloride (10.0 ml). The mixture was stirred at room temperature for 90 minutes, then poured into water and extracted with ethyl acetate. The organic solution was dried and evaporated to give morpholinoethyl E-6-[1,3-dihydro-4-(1-adamantoyloxy)-6-methoxy-7-methyl-3-oxo-5-isobenzofuranyl]-4-methyl-4... Reactants: [N+](=O)([O-])C1=C(C=O)C=C(C=C1)OCCCS(=O)(=O)C1=CC=CC=C1 (2-nitro-5-[3-(phenylsulfonyl)propoxy]benzaldehyde), CN1C(NC(C1P(OCC)(=O)OCC)=O)=O (diethyl 1-methyl-2,4-dioxoimidazolidine-5-phosphonate). Yields the product CN1C(NC(C1=CC1=C(C=CC(=C1)OCCCS(=O)(=O)C1=CC=CC=C1)[N+](=O)[O-])=O)=O (1-Methyl-5-[[2-nitro-5-[3-(phenylsulfonyl)propoxy]phenyl]methylene]-2,4-imidazolidinedione). RXN SMILES: [N+:1]([C:4]1[CH:11]=[CH:10][C:9]([O:12][CH2:13][CH2:14][CH2:15][S:16]([C:19]2[CH:24]=[CH:23][CH:22]=[CH:21][CH:20]=2)(=[O:18])=[O:17])=[CH:8][C:5]=1[CH:6]=O)([O-:3])=[O:2].[CH3:25][N:26]1[CH:30](P(OCC)(=O)OCC)[C:29](=[O:39])[NH:28][C:27]1=[O:40]>>[CH3:25][N:26]1[C:30](=[CH:6][C:5]2[CH:8]=[C:9]([O:12][CH2:13][CH2:14][CH2:15][S:16]([C:19]3[CH:24]=[CH:23][CH:22]=[CH:21][CH:20]=3)(=[O:17])=[O:18])[CH:10]=[CH:11][C:4]=2[N+:1]([O-:3])=[O:2])[C:29](=[O:39])[NH:28][C:27]1=[O:40]. Reported procedure: Prepared from 2-nitro-5-[3-(phenylsulfonyl)propoxy]benzaldehyde and diethyl 1-methyl-2,4-dioxoimidazolidine-5-phosphonate analogous to the procedure of Example (2-8), m.p. 147°-158° C. The reactants are ClCCl, Cc1cc(C)c(S(=O)(=O)ON)c(C)c1, c1ccc(COc2ccncc2)cc1. Yields the product N[n+]1ccc(OCc2ccccc2)cc1, Cc1cc(C)c(S(=O)(=O)[O-])c(C)c1. RXN SMILES: [Cl:29][CH2:30][Cl:31].[NH2:1][O:2][S:3](=[O:4])(=[O:5])[c:6]1[c:7]([CH3:14])[cH:8][c:9]([CH3:13])[cH:10][c:11]1[CH3:12].[c:15]1([CH2:21][O:22][c:23]2[cH:24][cH:25][n:26][cH:27][cH:28]2)[cH:16][cH:17][cH:18][cH:19][cH:20]1>>[NH2:1][n+:26]1[cH:25][cH:24][c:23]([O:22][CH2:21][c:15]2[cH:16][cH:17][cH:18][cH:19][cH:20]2)[cH:28][cH:27]1.[O:2]=[S:3](=[O:4])([O-:5])[c:6]1[c:7]([CH3:14])[cH:8][c:9]([CH3:13])[cH:10][c:11]1[CH3:12]. The reactants are [N+](=[N-])=C(C(C)=O)C(=C)C (3-diazo-4-methylpent-4-ene-2-one), C(C)(C)(C)OC(=O)N1C=CC=C1 (N-tert-butoxycarbonyl pyrrole). The reagents and catalysts are C(CCCCCCC)(=O)[O-].[Rh+2].C(CCCCCCC)(=O)[O-] (rhodium(II) octanoate). Run in CCCCCC (hexane), CCCCCC (hexane). Product: C(C)(=O)C=1C2C=CC(CC1C)N2C(=O)OC(C)(C)C (2-acetyl-3-methyl-8-(tert-butoxycarbonyl)-8-azabicyclo[3.2.1]octa-2,6-diene). RXN SMILES: [N+](=[C:3]([C:7]([CH3:9])=[CH2:8])[C:4](=[O:6])[CH3:5])=[N-].[C:10]([O:14][C:15]([N:17]1[CH:21]=[CH:20][CH:19]=[CH:18]1)=[O:16])([CH3:13])([CH3:12])[CH3:11]>CCCCCC.C([O-])(=O)CCCCCCC.[Rh+2].C([O-])(=O)CCCCCCC>[C:4]([C:3]1[CH:21]2[N:17]([C:15]([O:14][C:10]([CH3:13])([CH3:12])[CH3:11])=[O:16])[CH:18]([CH2:8][C:7]=1[CH3:9])[CH:19]=[CH:20]2)(=[O:6])[CH3:5] |f:3.4.5|. Reported procedure: A solution of 3-diazo-4-methylpent-4-ene-2-one (2.30 g, 18.5 mmol) in hexane (25 ml) was added over 3 hours by means of a syringe pump to a stirred solution of N-tert-butoxycarbonyl pyrrole (9.18 g, 55 mmol) and rhodium(II) octanoate (0.07 g, 0.09 mmol) in refluxing hexane (10 ml) under an argon atmosphere. The mixture was refluxed for a further 1 hour period, and solvent was then removed using a rotary evaporator under reduced pressure. Purification of the product by silica gel column chromatog...